Dataset: the Open Reaction Database (ORD), a public repository of structured organic reaction records. Task: describe an organic reaction: reactants, conditions, products, and yield Reactants: SC=1OC2=C(N1)C=C(C=C2)C (2-mercapto-5-methylbenzoxazole), P(Cl)(Cl)(Cl)(Cl)Cl (Phosphorus pentachloride), CN1CCNCC1 (N-methylpiperazine). The solvent is C1(=CC=CC=C1)C (toluene). Run at temperature 100 celsius. Yields the product CN1CCN(CC1)C=1OC2=C(N1)C=C(C=C2)C (2-(4-methyl-1-piperazinyl)-5-methylbenzoxazole). As a reaction SMILES: P(Cl)(Cl)(Cl)(Cl)Cl.S[C:8]1[O:9][C:10]2[CH:16]=[CH:15][C:14]([CH3:17])=[CH:13][C:11]=2[N:12]=1.[CH3:18][N:19]1[CH2:24][CH2:23][NH:22][CH2:21][CH2:20]1>C1(C)C=CC=CC=1>[CH3:18][N:19]1[CH2:24][CH2:23][N:22]([C:8]2[O:9][C:10]3[CH:16]=[CH:15][C:14]([CH3:17])=[CH:13][C:11]=3[N:12]=2)[CH2:21][CH2:20]1. Procedure details: Phosphorus pentachloride (227 mg) was dissolved in anhydrous toluene (3 ml), the resulting solution was mixed with 2-mercapto-5-methylbenzoxazole (150 mg) which has been obtained in the same manner as described in Reference Example 1, and the mixture was then stirred with heating at 100° C. for 2 hours. With cooling in an ice bath, to this was added dropwise N-methylpiperazine (1 ml). After 20 minutes of stirring, the thus obtained mixture was extracted with ethyl acetate, and the organic layer ... Reactants: CN(C)C=O, [H-], O=c1[nH]c(=O)n(-c2cccc([N+](=O)[O-])c2)c2ccccc12, [Na+], O, COS(=O)(=O)F. Yields the product Cn1c(=O)c2ccccc2n(-c2cccc([N+](=O)[O-])c2)c1=O. RXN SMILES: [CH3:22][N:23]([CH3:24])[CH:25]=[O:26].[H-:27].[N+:1](=[O:2])([O-:3])[c:4]1[cH:5][c:6](-[n:10]2[c:11](=[O:21])[nH:12][c:13](=[O:20])[c:14]3[cH:15][cH:16][cH:17][cH:18][c:19]23)[cH:7][cH:8][cH:9]1.[Na+:28].[OH2:35].[S:29]([F:30])([O:31][CH3:32])(=[O:33])=[O:34]>>[N+:1](=[O:2])([O-:3])[c:4]1[cH:5][c:6](-[n:10]2[c:11](=[O:21])[n:12]([CH3:22])[c:13](=[O:20])[c:14]3[cH:15][cH:16][cH:17][cH:18][c:19]23)[cH:7][cH:8][cH:9]1.